Task: describe an organic reaction: reactants, conditions, products, and yield. Dataset: the Open Reaction Database (ORD), a public repository of structured organic reaction records Starting materials: O=C1N(C(CC1)=O)OC(=O)C1=C(N=C(O1)C1CCCCC1)CCC (2-cyclohexyl-4-propyl-oxazole-5-carboxylic acid 2,5-dioxo-pyrrolidin-1-yl ester), N1(CCOCC1)C1=CC=C(C=N1)N (6-morpholin-4-yl-pyridin-3-ylamine). Yields the product N1(CCOCC1)C1=CC=C(C=N1)NC(=O)C1=C(N=C(O1)C1CCCCC1)CCC (2-cyclohexyl-4-propyl-oxazole-5-carboxylic acid (6-morpholin-4-yl-pyridin-3-yl)-amide). RXN SMILES: O=C1CCC(=O)N1O[C:9]([C:11]1[O:15][C:14]([CH:16]2[CH2:21][CH2:20][CH2:19][CH2:18][CH2:17]2)=[N:13][C:12]=1[CH2:22][CH2:23][CH3:24])=[O:10].[N:25]1([C:31]2[N:36]=[CH:35][C:34]([NH2:37])=[CH:33][CH:32]=2)[CH2:30][CH2:29][O:28][CH2:27][CH2:26]1>>[N:25]1([C:31]2[N:36]=[CH:35][C:34]([NH:37][C:9]([C:11]3[O:15][C:14]([CH:16]4[CH2:17][CH2:18][CH2:19][CH2:20][CH2:21]4)=[N:13][C:12]=3[CH2:22][CH2:23][CH3:24])=[O:10])=[CH:33][CH:32]=2)[CH2:30][CH2:29][O:28][CH2:27][CH2:26]1. Procedure details: With a procedure similar to example 50 above, 2-cyclohexyl-4-propyl-oxazole-5-carboxylic acid (6-morpholin-4-yl-pyridin-3-yl)-amide was prepared from 2-cyclohexyl-4-propyl-oxazole-5-carboxylic acid 2,5-dioxo-pyrrolidin-1-yl ester and 6-morpholin-4-yl-pyridin-3-ylamine. LCMS calcd for C22H30N4O3 (m/e) 398, obsd 399 (M+H). Reactants: CCO, COC(=O)c1ccc(NC2CCC2)c([N+](=O)[O-])c1. The product is COC(=O)c1ccc(NC2CCC2)c(N)c1. Reaction SMILES: [CH2:19]([OH:20])[CH3:21].[CH3:1][O:2][C:3]([c:4]1[cH:5][c:6]([N+:15]([O-:16])=[O:17])[c:7]([NH:10][CH:11]2[CH2:12][CH2:13][CH2:14]2)[cH:8][cH:9]1)=[O:18]>>[CH3:1][O:2][C:3]([c:4]1[cH:5][c:6]([NH2:15])[c:7]([NH:10][CH:11]2[CH2:12][CH2:13][CH2:14]2)[cH:8][cH:9]1)=[O:18].